Dataset: the Open Reaction Database (ORD), a public repository of structured organic reaction records. Task: describe an organic reaction: reactants, conditions, products, and yield Starting materials: [H-].[Na+] (sodium hydride), mml)in, methyl ester, compound, C(CCC)C=1N(C(=CN1)/C=C(/CO)\CC1=CC=CC=C1)CC1=C(C=CC=C1)Cl ((E)-3-[2-n-butyl-1-{(2-chlorophenyl)methyl}-1H-imidazol-5-yl]-2-benzyl-2-propenol), BrCC(=O)OC (methyl bromoacetate), ice water. The solvent is C(OC)COC (glyme). Run at time 30 minute. The product is esters, C(CCC)C=1N(C(=CN1)C/C=C/OC(C(=O)O)CC1=CC=CC=C1)CC1=C(C=CC=C1)Cl (E-3-[2-n-Butyl-1-{(2-chlorophenyl)methyl}-1H-imidazol-5-yl]-2-benzyl-2-propenoxy Acetic Acid). As a reaction SMILES: [H-].[Na+].[CH2:3]([C:7]1[N:8]([CH2:23][C:24]2[CH:29]=[CH:28][CH:27]=[CH:26][C:25]=2[Cl:30])[C:9](/[CH:12]=[C:13](\CC2C=CC=CC=2)/[CH2:14][OH:15])=[CH:10][N:11]=1)[CH2:4][CH2:5][CH3:6].Br[CH2:32][C:33]([O:35]C)=[O:34]>C(COC)OC>[CH2:3]([C:7]1[N:8]([CH2:23][C:24]2[CH:29]=[CH:28][CH:27]=[CH:26][C:25]=2[Cl:30])[C:9]([CH2:12]/[CH:13]=[CH:14]/[O:15][CH:32]([CH2:23][C:24]2[CH:29]=[CH:28][CH:27]=[CH:26][CH:25]=2)[C:33]([OH:35])=[O:34])=[CH:10][N:11]=1)[CH2:4][CH2:5][CH3:6] |f:0.1|. Procedure: To a suspension of sodium hydride (2.3 mml)in 5 mL of glyme is added portionwise (E)-3-[2-n-butyl-1-{(2-chlorophenyl)methyl}-1H-imidazol-5-yl]-2-benzyl-2-propenol prepared by the method of Example 18(i) from the methyl ester of the compound of Example 2. After stirring for 30 minutes, methyl bromoacetate (2.2 mmol) is added dropwise The reaction is stirred overnight at room temperature and then the mixture is poured into ice/water. The product is extracted into ethyl acetate (3×). The combined o... Reactants: ClC=1N(C(C=C(N1)C(F)(F)F)=O)C1=C(C=C(C(=C1)OC(C)C)Cl)F (2-chloro-1-(4-chloro-2-fluoro-5-isopropoxyphenyl)-4-trifluoromethyl-6(1H)-pyrimidinone), CC[O-].[Na+] (sodium ethylate). The solvent is C(C)O (ethanol). Product: C(C)OC=1N(C(C=C(N1)C(F)(F)F)=O)C1=C(C=C(C(=C1)OC(C)C)Cl)F (2-ethoxy-1-(4-chloro-2-fluoro -5-isopropoxyphenyl)-4-trifluoromethyl-6(1H)-pyrimidinone). RXN SMILES: Cl[C:2]1[N:3]([C:13]2[CH:18]=[C:17]([O:19][CH:20]([CH3:22])[CH3:21])[C:16]([Cl:23])=[CH:15][C:14]=2[F:24])[C:4](=[O:12])[CH:5]=[C:6]([C:8]([F:11])([F:10])[F:9])[N:7]=1.[CH3:25][CH2:26][O-:27].[Na+]>C(O)C>[CH2:26]([O:27][C:2]1[N:3]([C:13]2[CH:18]=[C:17]([O:19][CH:20]([CH3:22])[CH3:21])[C:16]([Cl:23])=[CH:15][C:14]=2[F:24])[C:4](=[O:12])[CH:5]=[C:6]([C:8]([F:11])([F:10])[F:9])[N:7]=1)[CH3:25] |f:1.2|. Procedure: using 2-chloro-1-(4-chloro-2-fluoro-5-isopropoxyphenyl)-4-trifluoromethyl-6(1H)-pyrimidinone and sodium ethylate in ethanol there is obtained 2-ethoxy-1-(4-chloro-2-fluoro -5-isopropoxyphenyl)-4-trifluoromethyl-6(1H)-pyrimidinone, m.p. 101°-103° C.; The reactants are C([O-])([O-])=O.[K+].[K+] (Potassium carbonate), CC([C@@H](C(N1[C@@H]2C[C@@H]2C[C@H]1C=1NC(=CN1)C#C[Si](C)(C)C)=O)NC(OC)=O)C (methyl (S)-3-methyl-1-oxo-1-((1R,3S,5R)-3-(5-((trimethylsilyl)ethynyl)-1H-imidazol-2-yl)-2-azabicyclo[3.1.0]hexan-2-yl)butan-2-ylcarbamate). Solvent: CO (methanol). Run at temperature 50 celsius, time 8 hour. Product: C(#C)C1=CN=C(N1)[C@H]1N([C@@H]2C[C@@H]2C1)C([C@H](C(C)C)NC(OC)=O)=O (methyl (S)-1-((1R,3S,5R)-3-(5-ethynyl-1H-imidazol-2-yl)-2-azabicyclo[3.1.0]hexan-2-yl)-3-methyl-1-oxobutan-2-ylcarbamate). Isolated yield 92.0%. As a reaction SMILES: C(=O)([O-])[O-].[K+].[K+].[CH3:7][CH:8]([CH3:34])[C@H:9]([NH:29][C:30](=[O:33])[O:31][CH3:32])[C:10](=[O:28])[N:11]1[C@H:16]([C:17]2[NH:18][C:19]([C:22]#[C:23][Si](C)(C)C)=[CH:20][N:21]=2)[CH2:15][C@@H:14]2[C@H:12]1[CH2:13]2>CO>[C:22]([C:19]1[NH:18][C:17]([C@@H:16]2[CH2:15][C@@H:14]3[C@@H:12]([CH2:13]3)[N:11]2[C:10](=[O:28])[C@@H:9]([NH:29][C:30](=[O:33])[O:31][CH3:32])[CH:8]([CH3:34])[CH3:7])=[N:21][CH:20]=1)#[CH:23] |f:0.1.2|. Reported procedure: Potassium carbonate (34.3 mg, 0.248 mmol) was added to a solution of methyl (S)-3-methyl-1-oxo-1-((1R,3S,5R)-3-(5-((trimethylsilyl)ethynyl)-1H-imidazol-2-yl)-2-azabicyclo[3.1.0]hexan-2-yl)butan-2-ylcarbamate (200 mg, 0.497 mmol) in methanol (5 mL) and the reaction was flushed with nitrogen, sealed and then heated at 50° C. for 4 h. and then stirred at rt overnight. The reaction was concentrated to dryness and then purified on a BIOTAGE® Horizon (12 g SiO2, 70-90% EtOAc/hexanes) to yield methyl (... Starting materials: CN (methylamine), C(C)O (ethanol), C(=O)(OC(C)(C)C)N[C@@H](CC1=CC=C(C=C1)C#N)C(=O)O (N-Boc-4-cyanophenylalanine), FC1=C(C(=C(C(=C1O)F)F)F)F (pentafluorophenol), CN1CCOCC1 (4-methylmorpholine). Run in C(Cl)Cl (CH2Cl2). Reaction conditions: time 3 hour. Yields the product CNC([C@@H](NC(=O)OC(C)(C)C)CC1=CC=C(C=C1)C#N)=O (N-Boc-4-cyanophenylalanine-N-methylamide). Yield: 91.9%. As a reaction SMILES: [C:1]([NH:8][C@H:9]([C:19]([OH:21])=O)[CH2:10][C:11]1[CH:16]=[CH:15][C:14]([C:17]#[N:18])=[CH:13][CH:12]=1)([O:3][C:4]([CH3:7])([CH3:6])[CH3:5])=[O:2].FC1C(O)=C(F)C(F)=C(F)C=1F.[CH3:34][N:35]1CCOCC1.CN.C(O)C>C(Cl)Cl>[CH3:34][NH:35][C:19](=[O:21])[C@H:9]([CH2:10][C:11]1[CH:12]=[CH:13][C:14]([C:17]#[N:18])=[CH:15][CH:16]=1)[NH:8][C:1]([O:3][C:4]([CH3:5])([CH3:6])[CH3:7])=[O:2]. Procedure: A solution of N-Boc-4-cyanophenylalanine (1.92 g, 6.6 mmol) and pentafluorophenol (2.43 g, 13.2 mmol) in CH2Cl2 (30 ml) at 0° C. was treated with 4-methylmorpholine (0.74 g, 7.3 mmol). After stirring the reaction mixture for 3 hours, 8M methylamine in ethanol (15 ml, 19.8 mmol) was added and the reaction mixture left to stir at room temperature for 16 hours. The solvent was removed under pressure, the residue dissolved in CH2Cl2 (50 ml) and washed with saturated sodium bicarbonate (2×50 ml), 1M ... Reactants: O=C1Cc2cc(Br)cnc2N1, CCN(CC)CCN1CCCc2[nH]c(C=O)c(C)c2C1=O. Yields the product CCN(CC)CCN1CCCc2[nH]c(C=C3C(=O)Nc4ncc(Br)cc43)c(C)c2C1=O. As a reaction SMILES: [Br:22][c:23]1[cH:24][c:25]2[c:26]([n:27][cH:28]1)[NH:29][C:30](=[O:32])[CH2:31]2.[CH2:1]([CH3:2])[N:3]([CH2:4][CH2:5][N:6]1[C:7](=[O:19])[c:8]2[c:9]([nH:13][c:14]([CH:17]=[O:18])[c:15]2[CH3:16])[CH2:10][CH2:11][CH2:12]1)[CH2:20][CH3:21]>>[CH2:1]([CH3:2])[N:3]([CH2:4][CH2:5][N:6]1[C:7](=[O:19])[c:8]2[c:9]([nH:13][c:14]([CH:17]=[C:31]3[c:25]4[cH:24][c:23]([Br:22])[cH:28][n:27][c:26]4[NH:29][C:30]3=[O:32])[c:15]2[CH3:16])[CH2:10][CH2:11][CH2:12]1)[CH2:20][CH3:21].